Task: describe an organic reaction: reactants, conditions, products, and yield. Dataset: the Open Reaction Database (ORD), a public repository of structured organic reaction records Starting materials: C(C)OC(C(=CN(C)C)C(C1=CC=C(C=C1)OC)=O)=O (ethyl-2-(4'-methoxybenzoyl)-3-dimethylaminopropenoate), C(C)OC(C(=CN(C)C)C(C1=CC=CC=C1)=O)=O (ethyl-2-benzoyl-3-dimethylaminopropenoate). Product: C(C)OC(=O)C=1C=NOC1C1=CC=C(C=C1)OC (ethyl-5-(4'-methoxyphenyl)-4-isoxazolecarboxylate). Isolated yield 61.0%. RXN SMILES: [CH2:1]([O:3][C:4](=[O:20])[C:5]([C:10](=[O:19])[C:11]1[CH:16]=[CH:15][C:14]([O:17][CH3:18])=[CH:13][CH:12]=1)=[CH:6][N:7](C)C)[CH3:2].C(OC(=O)C(C(=O)C1C=CC=CC=1)=CN(C)C)C>>[CH2:1]([O:3][C:4]([C:5]1[CH:6]=[N:7][O:19][C:10]=1[C:11]1[CH:16]=[CH:15][C:14]([O:17][CH3:18])=[CH:13][CH:12]=1)=[O:20])[CH3:2]. Reported procedure: The procedure of Example 15 was employed utilizing ethyl-2-(4'-methoxybenzoyl)-3-dimethylaminopropenoate in lieu of ethyl-2-benzoyl-3-dimethylaminopropenoate to yield ethyl-5-(4'-methoxyphenyl)-4-isoxazolecarboxylate (1.5 g.; 61% yield) having a melting point of 57°-59° C. and the following analysis: Starting materials: C(C)(=O)Cl (acetyl chloride), ClC1=CC=C2C(=NNC2=C1)N (6-chloro-1H-indazole-3-amine). Run in N1=CC=CC=C1 (pyridine). Reaction conditions: temperature 3 celsius, time 48 hour. The product is ClC1=CC=C2C(=NNC2=C1)NC(C)=O (N-(6-chloro-1H-indazol-3-yl)acetamide). Reaction SMILES: [C:1](Cl)(=[O:3])[CH3:2].[Cl:5][C:6]1[CH:14]=[C:13]2[C:9]([C:10]([NH2:15])=[N:11][NH:12]2)=[CH:8][CH:7]=1>N1C=CC=CC=1>[Cl:5][C:6]1[CH:14]=[C:13]2[C:9]([C:10]([NH:15][C:1](=[O:3])[CH3:2])=[N:11][NH:12]2)=[CH:8][CH:7]=1. Reported procedure: 0.32 cm3 of predistilled acetyl chloride is added to 750 mg of 6-chloro-1H-indazole-3-amine in 10 cm3 of pyridine, after the reaction medium has been cooled to about 3° C. The medium is then allowed to return to 19° C. over 48 hours. The reaction medium is evaporated to dryness under reduced pressure (2 kPa; 40° C.). The residue is taken up in 75 cm3 of ethyl acetate and 50 cm3 of distilled water. The organic phase is washed again with 50 cm3 of distilled water and then dried over magnesium sulp...